Dataset: the Open Reaction Database (ORD), a public repository of structured organic reaction records. Task: describe an organic reaction: reactants, conditions, products, and yield The reactants are CC(C)(C)OC(=O)N1C(C(O)C(Cc2cccc(OC(F)(F)F)c2)[N+](=O)[O-])COC1(C)C, CC(=O)O, [Zn]. Product: CC(C)(C)OC(=O)N1C(C(O)C(N)Cc2cccc(OC(F)(F)F)c2)COC1(C)C. Reaction SMILES: [C:1]([CH3:2])([CH3:3])([CH3:4])[O:5][C:6](=[O:7])[N:8]1[C:9]([CH3:31])([CH3:32])[O:10][CH2:11][CH:12]1[CH:13]([CH:14]([CH2:15][c:16]1[cH:17][c:18]([O:22][C:23]([F:24])([F:25])[F:26])[cH:19][cH:20][cH:21]1)[N+:27]([O-:28])=[O:29])[OH:30].[CH3:33][C:34](=[O:35])[OH:36].[Zn:37]>>[C:1]([CH3:2])([CH3:3])([CH3:4])[O:5][C:6](=[O:7])[N:8]1[C:9]([CH3:31])([CH3:32])[O:10][CH2:11][CH:12]1[CH:13]([CH:14]([CH2:15][c:16]1[cH:17][c:18]([O:22][C:23]([F:24])([F:25])[F:26])[cH:19][cH:20][cH:21]1)[NH2:27])[OH:30]. The reactants are CC(=O)Oc1c(CBr)cccc1Oc1ccccc1Cl, CS(C)=O, N#C[Na], O. The product is CC(=O)Oc1c(CC#N)cccc1Oc1ccccc1Cl. RXN SMILES: [C:4]([CH3:5])(=[O:6])[O:7][c:8]1[c:9]([O:16][c:17]2[c:18]([Cl:23])[cH:19][cH:20][cH:21][cH:22]2)[cH:10][cH:11][cH:12][c:13]1[CH2:14][Br:15].[CH3:25][S:26]([CH3:27])=[O:28].[Na:1][C:2]#[N:3].[OH2:24]>>[C:2](#[N:3])[CH2:14][c:13]1[c:8]([O:7][C:4]([CH3:5])=[O:6])[c:9]([O:16][c:17]2[c:18]([Cl:23])[cH:19][cH:20][cH:21][cH:22]2)[cH:10][cH:11][cH:12]1.